This data is from the Open Reaction Database (ORD), a public repository of structured organic reaction records. The task is: describe an organic reaction: reactants, conditions, products, and yield Reactants: C(C)(=O)OCC1=[N+](C(=CC=C1)C(C)NC(=O)[C@H]1[C@@H](N(C(C2=CC=CC=C12)=O)[C@@H]1[C@H](CCCC1)NS(=O)(=O)C)C1=C(C=C(C=C1)Cl)Cl)[O-] ({6-[1-({[(3R,4R)-3-(2,4-dichlorophenyl)-2-{(1S,2S)-2-[(methylsulfonyl)amino]cyclohexyl}-1-oxo-1,2,3,4-tetrahydroisoquinolin-4-yl]carbonyl}amino)ethyl]-1-oxidopyridin-2-yl}methyl acetate), O.NN (hydrazine monohydrate), C(C)(=O)OCC (Ethyl acetate). The solvent is CO (methanol). The product is ClC1=C(C=CC(=C1)Cl)[C@@H]1N(C(C2=CC=CC=C2[C@H]1C(=O)NC(C)C1=[N+](C(=CC=C1)CO)[O-])=O)[C@@H]1[C@H](CCCC1)NS(=O)(=O)C ((3R,4R)-3-(2,4-dichlorophenyl)-N-{1-[6-(hydroxymethyl)-1-oxidopyridin-2-yl]ethyl}-2-{(1S,2S)-2-[(methylsulfonyl)amino]cyclohexyl}-1-oxo-1,2,3,4-tetrahydroisoquinoline-4-carboxamide). The yield is 68.6%. RXN SMILES: C([O:4][CH2:5][C:6]1[CH:11]=[CH:10][CH:9]=[C:8]([CH:12]([NH:14][C:15]([C@@H:17]2[C:26]3[C:21](=[CH:22][CH:23]=[CH:24][CH:25]=3)[C:20](=[O:27])[N:19]([C@H:28]3[CH2:33][CH2:32][CH2:31][CH2:30][C@@H:29]3[NH:34][S:35]([CH3:38])(=[O:37])=[O:36])[C@H:18]2[C:39]2[CH:44]=[CH:43][C:42]([Cl:45])=[CH:41][C:40]=2[Cl:46])=[O:16])[CH3:13])[N+:7]=1[O-:47])(=O)C.O.NN.C(OCC)(=O)C>CO>[Cl:46][C:40]1[CH:41]=[C:42]([Cl:45])[CH:43]=[CH:44][C:39]=1[C@H:18]1[C@H:17]([C:15]([NH:14][CH:12]([C:8]2[CH:9]=[CH:10][CH:11]=[C:6]([CH2:5][OH:4])[N+:7]=2[O-:47])[CH3:13])=[O:16])[C:26]2[C:21](=[CH:22][CH:23]=[CH:24][CH:25]=2)[C:20](=[O:27])[N:19]1[C@H:28]1[CH2:33][CH2:32][CH2:31][CH2:30][C@@H:29]1[NH:34][S:35]([CH3:38])(=[O:36])=[O:37] |f:1.2|. Reported procedure: To a solution of 777 mg of {6-[1-({[(3R,4R)-3-(2,4-dichlorophenyl)-2-{(1S,2S)-2-[(methylsulfonyl)amino]cyclohexyl}-1-oxo-1,2,3,4-tetrahydroisoquinolin-4-yl]carbonyl}amino)ethyl]-1-oxidopyridin-2-yl}methyl acetate in 17 ml of methanol was added 0.21 ml of hydrazine monohydrate, followed by stirring for one week. Ethyl acetate was added thereto, followed by stirring for a while and concentrating, and the residue was purified by silica gel column chromatography (eluent: chloroform-methanol). Ethyl ... The reactants are CN1CCNCC1, O=C(NCc1ccccc1C(F)(F)F)C1CCN(c2nc(Cl)nc(Cl)n2)CC1, [Na+], [OH-]. The product is CN1CCN(c2nc(Cl)nc(N3CCC(C(=O)NCc4ccccc4C(F)(F)F)CC3)n2)CC1. RXN SMILES: [CH3:1][N:2]1[CH2:3][CH2:4][NH:5][CH2:6][CH2:7]1.[Cl:8][c:9]1[n:10][c:11]([N:16]2[CH2:17][CH2:18][CH:19]([C:22](=[O:23])[NH:24][CH2:25][c:26]3[c:27]([C:32]([F:33])([F:34])[F:35])[cH:28][cH:29][cH:30][cH:31]3)[CH2:20][CH2:21]2)[n:12][c:13]([Cl:15])[n:14]1.[Na+:37].[OH-:36]>>[CH3:1][N:2]1[CH2:3][CH2:4][N:5]([c:13]2[n:12][c:11]([N:16]3[CH2:17][CH2:18][CH:19]([C:22](=[O:23])[NH:24][CH2:25][c:26]4[c:27]([C:32]([F:33])([F:34])[F:35])[cH:28][cH:29][cH:30][cH:31]4)[CH2:20][CH2:21]3)[n:10][c:9]([Cl:8])[n:14]2)[CH2:6][CH2:7]1. Reported procedure: N-Methyl-3-chloro-benzenepropanamine hydrochloride (13.14 g, 0.06 mol), 25%, by weight, sodium hydroxide solution (9.6 g of solution; 0.06 mol of sodium hydroxide), sodium hydroxide pellets (2.0 g, 0.05 mol and 4-trifluoromethylbenzenethiol (8.3 g, 0.05 mol) were reacted to provide N-methyl-3-[[4-(trifluoromethyl)phenyl]thio]benzenepropanamine as an oil. The oil was dissolved in 200 ml diethyl ether and hydrochloric acid gas was passed through the solution for about 15 minutes. The solvent was r... Reactants: Cl.CNCCCC1=CC(=CC=C1)Cl (N-Methyl-3-chloro-benzenepropanamine hydrochloride), [OH-].[Na+] (sodium hydroxide), [OH-].[Na+] (sodium hydroxide), FC(C1=CC=C(C=C1)S)(F)F (4-trifluoromethylbenzenethiol). Reaction SMILES: Cl.[CH3:2][NH:3][CH2:4][CH2:5][CH2:6][C:7]1[CH:12]=[CH:11][CH:10]=[C:9](Cl)[CH:8]=1.[OH-].[Na+].[F:16][C:17]([F:26])([F:25])[C:18]1[CH:23]=[CH:22][C:21]([SH:24])=[CH:20][CH:19]=1>>[CH3:2][NH:3][CH2:4][CH2:5][CH2:6][C:7]1[CH:12]=[CH:11][CH:10]=[C:9]([S:24][C:21]2[CH:20]=[CH:19][C:18]([C:17]([F:16])([F:25])[F:26])=[CH:23][CH:22]=2)[CH:8]=1 |f:0.1,2.3|. Yields the product CNCCCC1=CC(=CC=C1)SC1=CC=C(C=C1)C(F)(F)F (N-methyl-3-[[4-(trifluoromethyl)phenyl]thio]benzenepropanamine).